Dataset: the Open Reaction Database (ORD), a public repository of structured organic reaction records. Task: describe an organic reaction: reactants, conditions, products, and yield Starting materials: CO, Cl, COC(=O)C(C)(CCC(F)(F)C(F)(F)C(F)(F)F)S(=O)(=O)CCC(F)(F)C(F)(F)F, [K+], [OH-], O. Yields the product CC(CCC(F)(F)C(F)(F)C(F)(F)F)(C(=O)O)S(=O)(=O)CCC(F)(F)C(F)(F)F. Reaction SMILES: [CH3:31][OH:32].[ClH:35].[F:1][C:2]([CH2:3][CH2:4][C:5]([C:6](=[O:7])[O:8][CH3:9])([S:10](=[O:11])(=[O:12])[CH2:13][CH2:14][C:15]([C:16]([F:17])([F:18])[F:19])([F:20])[F:21])[CH3:22])([C:23]([C:24]([F:25])([F:26])[F:27])([F:28])[F:29])[F:30].[K+:34].[OH-:33].[OH2:36]>>[F:1][C:2]([CH2:3][CH2:4][C:5]([C:6](=[O:7])[OH:8])([S:10](=[O:11])(=[O:12])[CH2:13][CH2:14][C:15]([C:16]([F:17])([F:18])[F:19])([F:20])[F:21])[CH3:22])([C:23]([C:24]([F:25])([F:26])[F:27])([F:28])[F:29])[F:30]. The reactants are FC1=C(C=C(C=C1)F)[N+](=O)[O-] (2,5-difluoronitrobenzene), NCCC12CCCN2CCC1 (5-(2-aminoethyl)-1-azabicyclo[3.3.0]octane). The product is N12CCCC2(CCC1)CCNC1=C(C=C(C=C1)F)[N+](=O)[O-] (N-[2-(1-Azabicyclo[3.3.0]octan-5-yl)ethyl]-4-fluoro-2-nitroaniline). As a reaction SMILES: F[C:2]1[CH:7]=[CH:6][C:5]([F:8])=[CH:4][C:3]=1[N+:9]([O-:11])=[O:10].[NH2:12][CH2:13][CH2:14][C:15]12[CH2:22][CH2:21][CH2:20][N:19]1[CH2:18][CH2:17][CH2:16]2>>[N:19]12[CH2:20][CH2:21][CH2:22][C:15]1([CH2:14][CH2:13][NH:12][C:2]1[CH:7]=[CH:6][C:5]([F:8])=[CH:4][C:3]=1[N+:9]([O-:11])=[O:10])[CH2:16][CH2:17][CH2:18]2. Procedure: The procedures described in Example 1 were repeated except that 2,5-difluoronitrobenzene (1.00 g, 6.29 mmol) and 5-(2-aminoethyl)-1-azabicyclo[3.3.0]octane (2.42 g, 15.7 mmol) were employed. In this case, the desired compound was obtained as a colorless liquid (2.00 g, quantitative). Reactants: Cc1ccc(-n2nc(C(C)(C)C)cc2NC(=O)Nc2ccc(N3CCN(C(=O)CC4CCCC4)CC3)nc2)cc1, CS(=O)(=O)O, CCOCC, CO, ClCCl, N#N. Yields the product Cc1ccc(-n2nc(C(C)(C)C)cc2NC(=O)Nc2ccc(N3CCN(C(=O)CC4CCCC4)CC3)nc2)cc1, CS(=O)(=O)O. Reaction SMILES: [C:6]([CH3:7])([CH3:8])([CH3:9])[c:10]1[cH:11][c:12]([NH:22][C:23](=[O:24])[NH:25][c:26]2[cH:27][n:28][c:29]([N:32]3[CH2:33][CH2:34][N:35]([C:38]([CH2:39][CH:40]4[CH2:41][CH2:42][CH2:43][CH2:44]4)=[O:45])[CH2:36][CH2:37]3)[cH:30][cH:31]2)[n:13](-[c:15]2[cH:16][cH:17][c:18]([CH3:21])[cH:19][cH:20]2)[n:14]1.[CH3:1][S:2]([OH:3])(=[O:4])=[O:5].[CH3:48][CH2:49][O:50][CH2:51][CH3:52].[CH3:56][OH:57].[Cl:53][CH2:54][Cl:55].[N:46]#[N:47]>>[C:6]([CH3:7])([CH3:8])([CH3:9])[c:10]1[cH:11][c:12]([NH:22][C:23](=[O:24])[NH:25][c:26]2[cH:27][n:28][c:29]([N:32]3[CH2:33][CH2:34][N:35]([C:38]([CH2:39][CH:40]4[CH2:41][CH2:42][CH2:43][CH2:44]4)=[O:45])[CH2:36][CH2:37]3)[cH:30][cH:31]2)[n:13](-[c:15]2[cH:16][cH:17][c:18]([CH3:21])[cH:19][cH:20]2)[n:14]1.[CH3:1][S:2](=[O:3])(=[O:4])[OH:5]. As a reaction SMILES: [CH3:1][O:2][c:3]1[cH:4][c:5]([C:11]2=[N:15][N:14]([CH:16]3[CH2:17][CH2:18][NH:19][CH2:20][CH2:21]3)[C:13](=[O:22])[C:12]2([CH3:23])[CH3:24])[cH:6][cH:7][c:8]1[O:9][CH3:10].[O:37]=[CH:38][N:39]([CH3:40])[CH3:41].[nH:25]1[c:26]([C:34](=[O:35])[OH:36])[cH:27][c:28]2[cH:29][cH:30][cH:31][cH:32][c:33]12>>[CH3:1][O:2][c:3]1[cH:4][c:5]([C:11]2=[N:15][N:14]([CH:16]3[CH2:17][CH2:18][N:19]([C:34]([c:26]4[nH:25][c:33]5[c:28]([cH:27]4)[cH:29][cH:30][cH:31][cH:32]5)=[O:35])[CH2:20][CH2:21]3)[C:13](=[O:22])[C:12]2([CH3:23])[CH3:24])[cH:6][cH:7][c:8]1[O:9][CH3:10]. Product: COc1ccc(C2=NN(C3CCN(C(=O)c4cc5ccccc5[nH]4)CC3)C(=O)C2(C)C)cc1OC. The reactants are COc1ccc(C2=NN(C3CCNCC3)C(=O)C2(C)C)cc1OC, CN(C)C=O, O=C(O)c1cc2ccccc2[nH]1.